Dataset: the Open Reaction Database (ORD), a public repository of structured organic reaction records. Task: describe an organic reaction: reactants, conditions, products, and yield Reactants: crude mixture, FC1=C(C=CC=C1F)N1N=NN=C1C=1C(=NC=C(C1)B1OC(C(O1)(C)C)(C)C)N (3-(1-(2,3-difluorophenyl)-1H-tetrazol-5-yl)-5-(4,4,5,5-tetramethyl-1,3,2-dioxaborolan-2-yl)pyridin-2-amine), BrC1=CC=2CCN(CCC2S1)C(=O)OCC (ethyl 2-bromo-4,5,7,8-tetrahydrothieno[3,2-d]azepine-6-carboxylate), C(=O)(O)[O-].[Na+] (NaHCO3). Reagents/catalysts: C1=CC=C(C=C1)P([C-]2C=CC=C2)C3=CC=CC=C3.C1=CC=C(C=C1)P([C-]2C=CC=C2)C3=CC=CC=C3.Cl[Pd]Cl.[Fe+2] ([1,1′-bis(diphenylphosphino)ferrocene]palladium (II) dichloride). Run in C(C)(=O)OCC (ethyl acetate), CN(C=O)C (N,N-dimethylformamide). Conditions: temperature 120 celsius, time 10 minute. The product is NC1=C(C=C(C=N1)C1=CC=2CCN(CCC2S1)C(=O)OCC)C1=NN=NN1C1=C(C(=CC=C1)F)F (ethyl 2-(6-amino-5-(1-(2,3-difluorophenyl)-1H-tetrazol-5-yl)pyridin-3-yl)-4,5,7,8-tetrahydrothieno[3,2-d]azepine-6-carboxylate). RXN SMILES: [F:1][C:2]1[C:7]([F:8])=[CH:6][CH:5]=[CH:4][C:3]=1[N:9]1[C:13]([C:14]2[C:15]([NH2:29])=[N:16][CH:17]=[C:18](B3OC(C)(C)C(C)(C)O3)[CH:19]=2)=[N:12][N:11]=[N:10]1.Br[C:31]1[S:40][C:39]2[CH2:38][CH2:37][N:36]([C:41]([O:43][CH2:44][CH3:45])=[O:42])[CH2:35][CH2:34][C:33]=2[CH:32]=1.C([O-])(O)=O.[Na+]>CN(C)C=O.C(OCC)(=O)C.C1C=CC(P(C2C=CC=CC=2)[C-]2C=CC=C2)=CC=1.C1C=CC(P(C2C=CC=CC=2)[C-]2C=CC=C2)=CC=1.Cl[Pd]Cl.[Fe+2]>[NH2:29][C:15]1[N:16]=[CH:17][C:18]([C:31]2[S:40][C:39]3[CH2:38][CH2:37][N:36]([C:41]([O:43][CH2:44][CH3:45])=[O:42])[CH2:35][CH2:34][C:33]=3[CH:32]=2)=[CH:19][C:14]=1[C:13]1[N:9]([C:3]2[CH:4]=[CH:5][CH:6]=[C:7]([F:8])[C:2]=2[F:1])[N:10]=[N:11][N:12]=1 |f:2.3,6.7.8.9|. Procedure: A mixture of 3-(1-(2,3-difluorophenyl)-1H-tetrazol-5-yl)-5-(4,4,5,5-tetramethyl-1,3,2-dioxaborolan-2-yl)pyridin-2-amine (2.50 g, 6.3 mmol), ethyl 2-bromo-4,5,7,8-tetrahydrothieno[3,2-d]azepine-6-carboxylate (1.91 g, 06.3 mmol), and NaHCO3 (15.6 mL, saturated solution in H2O) in N,N-dimethylformamide (83 mL) was degassed with a nitrogen stream for 20 min. To this mixture was added [1,1′-bis(diphenylphosphino)ferrocene]palladium (II) dichloride (460 mg, 0.6 mmol) and the reaction was stirred in a ... The reactants are COC1=CC=C(C=2CCCCC12)C(CCCCl)=O (1-(4-methoxy-5,6,7,8-tetrahydro-1-naphthyl)-4-chloro-1-butanone), N1CCCC1 (pyrrolidine), [I-].[K+] (potassium iodide), C([O-])([O-])=O.[K+].[K+] (potassium carbonate). Solvent: CN(C=O)C (N,N-dimethylformamide), C(C)OCC (ethyl ether). Run at temperature 60 celsius, time 10 hour. The product is COC1=CC=C(C=2CCCCC12)C(CCCN1CCCC1)=O (1-(4-methoxy-5,6,7,8-tetrahydro-1-naphthyl)-4-pyrrolidino-1-butanone). Yield: 81.9%. Reaction SMILES: [CH3:1][O:2][C:3]1[C:12]2[CH2:11][CH2:10][CH2:9][CH2:8][C:7]=2[C:6]([C:13](=[O:18])[CH2:14][CH2:15][CH2:16]Cl)=[CH:5][CH:4]=1.[NH:19]1[CH2:23][CH2:22][CH2:21][CH2:20]1.[I-].[K+].C(=O)([O-])[O-].[K+].[K+]>CN(C)C=O.C(OCC)C>[CH3:1][O:2][C:3]1[C:12]2[CH2:11][CH2:10][CH2:9][CH2:8][C:7]=2[C:6]([C:13](=[O:18])[CH2:14][CH2:15][CH2:16][N:19]2[CH2:23][CH2:22][CH2:21][CH2:20]2)=[CH:5][CH:4]=1 |f:2.3,4.5.6|. Procedure: A mixture of 1-(4-methoxy-5,6,7,8-tetrahydro-1-naphthyl)-4-chloro-1-butanone (4.0g), pyrrolidine (4.27g), potassium iodide (0.3g) and potassium carbonate (2.0g) in absolute N,N-dimethylformamide (30 ml) was stirred at 60° C. for 10 hours. The reaction mixture was filtered and then the filtrate was partitioned into water and ethyl acetate. The organic layer was extracted, washed with water and then dried over anhydrous magnesium sulfate. The mixture was filtered and the filtrate was evaporated in... Starting materials: C(C1=CC=CC=C1)OC1=C2C=CNC2=CC=C1 (4-benzyloxy-indole), C=O (formaldehyde), [OH-].[Na+] (NaOH). Product: C(C1=CC=CC=C1)OC1=C2C=CN(C2=CC=C1)CO (4-benzyloxy-1-hydroxymethyl-indole). As a reaction SMILES: [CH2:1]([O:8][C:9]1[CH:17]=[CH:16][CH:15]=[C:14]2[C:10]=1[CH:11]=[CH:12][NH:13]2)[C:2]1[CH:7]=[CH:6][CH:5]=[CH:4][CH:3]=1.[CH2:18]=[O:19].[OH-].[Na+]>>[CH2:1]([O:8][C:9]1[CH:17]=[CH:16][CH:15]=[C:14]2[C:10]=1[CH:11]=[CH:12][N:13]2[CH2:18][OH:19])[C:2]1[CH:3]=[CH:4][CH:5]=[CH:6][CH:7]=1 |f:2.3|. Reported procedure: Compounds of Formula I also can be prepared as illustrated by exemplary reaction in Scheme 2. Reaction of 4-benzyloxy-indole with formaldehyde in the presence of a base such as NaOH produced 4-benzyloxy-1-hydroxymethyl-indole. The benzyl protecting group was removed by hydrogenation to give the 4-hydroxy-1-hydroxymethyl-indole. Reaction of 4-hydroxy-1-hydroxymethyl-indole with an aryl-aldehyde, such as 5-bromoveratraldehyde and malononitrile in the presence of a base, such as piperidine produced... Conditions: time 8 hour. The solvent is CCO (EtOH). Yields the product C1(CCC1)OC1=C(C(=O)NC2(CC3=CC=CC=C3C2)C(=O)O)C=CC=C1C (2-(2-Cyclobutoxy-3-methyl-benzoylamino)-indan-2-carboxylic acid). Procedure: The mixture of 2-(2-cyclobutoxy-3-methyl-benzoylamino)-indan-2-carboxylic acid ethyl ester (8) (250 mg, 0.64 mmol) and KOH (600 mg, 10.7 mmol) is dissolved in EtOH (8 mL) and water (1 mL) under a water bath. The water bath is removed when KOH is completely dissolved and the resulting reaction solution is stirred at RT for 8 h. After concentration in vacuo, the residue is dissolved in water (20 mL) and the solution acidified with conc. HCl until pH˜3 to yield a precipitate. The precipitate is fil... As a reaction SMILES: C([O:3][C:4]([C:6]1([NH:15][C:16](=[O:29])[C:17]2[CH:22]=[CH:21][CH:20]=[C:19]([CH3:23])[C:18]=2[O:24][CH:25]2[CH2:28][CH2:27][CH2:26]2)[CH2:14][C:13]2[C:8](=[CH:9][CH:10]=[CH:11][CH:12]=2)[CH2:7]1)=[O:5])C.[OH-].[K+].O>CCO>[CH:25]1([O:24][C:18]2[C:19]([CH3:23])=[CH:20][CH:21]=[CH:22][C:17]=2[C:16]([NH:15][C:6]2([C:4]([OH:5])=[O:3])[CH2:7][C:8]3[C:13](=[CH:12][CH:11]=[CH:10][CH:9]=3)[CH2:14]2)=[O:29])[CH2:28][CH2:27][CH2:26]1 |f:1.2|. Isolated yield 81.2%. The reactants are C(C)OC(=O)C1(CC2=CC=CC=C2C1)NC(C1=C(C(=CC=C1)C)OC1CCC1)=O (2-(2-Cyclobutoxy-3-methyl-benzoylamino)-indan-2-carboxylic acid ethyl ester), [OH-].[K+] (KOH), O (water). Reactants: ( 1 ), C(C)(=O)C1=CC=CC=C1.CC(=O)C=1C=CC(=CC1O)O (acetophenone 2,4-dihydroxyacetophenone), C(C1=CC=CC=C1)Cl (benzyl chloride), C(=O)([O-])[O-].[K+].[K+] (K2CO3). Yields the product CC(=O)C1=C(C=C(C=C1)OCC2=CC=CC=C2)O (2-hydroxy-4-benzyloxyacetophenone). Reaction SMILES: [CH2:1](Cl)[C:2]1[CH:7]=[CH:6][CH:5]=[CH:4][CH:3]=1.C([O-])([O-])=O.[K+].[K+].C(C1C=CC=CC=1)(=O)C.[CH3:24][C:25]([C:27]1[CH:28]=[CH:29][C:30]([OH:34])=[CH:31][C:32]=1[OH:33])=[O:26]>>[CH3:24][C:25]([C:27]1[CH:28]=[CH:29][C:30]([O:34][CH2:1][C:2]2[CH:7]=[CH:6][CH:5]=[CH:4][CH:3]=2)=[CH:31][C:32]=1[OH:33])=[O:26] |f:1.2.3,4.5|. Procedure: The reaction of (1) above is repeated using 1.1 molar equivalents of benzyl chloride, 1.0 molar equivalent of K2CO3, and substituting for the above acetophenone 2,4-dihydroxyacetophenone ##STR15## Starting materials: ClCCl, CC1(c2ccc(CNC(=O)c3cccnc3Oc3cccnc3)s2)OCCO1, CCOCC, Cl. Yields the product CC(=O)c1ccc(CNC(=O)c2cccnc2Oc2cccnc2)s1. As a reaction SMILES: [CH2:30]([Cl:31])[Cl:32].[CH3:1][C:2]1([c:7]2[cH:8][cH:9][c:10]([CH2:12][NH:13][C:14]([c:15]3[c:16]([O:21][c:22]4[cH:23][n:24][cH:25][cH:26][cH:27]4)[n:17][cH:18][cH:19][cH:20]3)=[O:28])[s:11]2)[O:3][CH2:6][CH2:5][O:4]1.[CH3:33][CH2:34][O:35][CH2:36][CH3:37].[ClH:29]>>[CH3:1][C:2](=[O:3])[c:7]1[cH:8][cH:9][c:10]([CH2:12][NH:13][C:14]([c:15]2[c:16]([O:21][c:22]3[cH:23][n:24][cH:25][cH:26][cH:27]3)[n:17][cH:18][cH:19][cH:20]2)=[O:28])[s:11]1. As a reaction SMILES: [Cl:1][C:2]1[CH:20]=[CH:19][C:5]([C:6]([NH:8][CH2:9][CH2:10][NH:11]C(=O)OC(C)(C)C)=[O:7])=[CH:4][CH:3]=1>C(O)=O>[ClH:1].[NH2:11][CH2:10][CH2:9][NH:8][C:6](=[O:7])[C:5]1[CH:19]=[CH:20][C:2]([Cl:1])=[CH:3][CH:4]=1 |f:2.3|. The yield is 190.6%. Conditions: time 1.5 hour. Reported procedure: A solution of 2.8 g of t-butyl [2-(4-chlorobenzamido)ethyl]carbamate in 50 ml of formic acid is left to stand at room temperature for 1.5 hours. The mixture is then concentrated to dryness, and the residue is dissolved in 50 ml of hydrochloric acid(l:l; volume/volume). The solution is concentrated, the residue is evaporated twice with ethanol/benzene and then recrystallized from ethanol. There are obtained 2.1 g of N-(2-aminoethyl)-4-chlorobenzamide hydrochloride which is identical with the prod... The solvent is C(=O)O (formic acid). The reactants are ClC1=CC=C(C(=O)NCCNC(OC(C)(C)C)=O)C=C1 (t-butyl [2-(4-chlorobenzamido)ethyl]carbamate). Product: Cl.NCCNC(C1=CC=C(C=C1)Cl)=O (N-(2-aminoethyl)-4-chlorobenzamide hydrochloride).